This data is from the Open Reaction Database (ORD), a public repository of structured organic reaction records. The task is: describe an organic reaction: reactants, conditions, products, and yield The solvent is iso-propan. Product: ClC1=CC=C(CN2C3=CC=C(C=C3C=3CCCC(C23)CC(=O)OCC)F)C=C1 (Ethyl 9-p-chlorobenzyl-6-fluoro-1,2,3,4-tetrahydrocarbazol-1-yl-acetate). The reactants are Cl.ClC1=CC=C(CN(N)C2=CC=C(C=C2)F)C=C1 (1-(4-chlorobenzyl)-1-(4-fluorophenyl)hydrazine hydrochloride), CCOC(=O)CC1CCCCC1=O (ethyl 2-cyclohexanone acetate). Yield: 57.8%. Procedure details: To 3.50 g of 1-(4-chlorobenzyl)-1-(4-fluorophenyl)hydrazine hydrochloride in 70 cc of iso-propan. (was added 2.23 g of ethyl 2-cyclohexanone acetate. The reaction was refluxed under nitrogen for 16 hours. The resulting reaction mixture was then evaporated to dryness and the residue suspended in ether. The solid material was then filtered. The ether filtrate was washed with water, dried and evaporated. The resulting syrup was chromatographed on silica gel to give 2.8 g (42%) of the title compound... Reaction SMILES: Cl.[Cl:2][C:3]1[CH:18]=[CH:17][C:6]([CH2:7][N:8]([C:10]2[CH:15]=[CH:14][C:13]([F:16])=[CH:12][CH:11]=2)N)=[CH:5][CH:4]=1.[CH3:19][CH2:20][O:21][C:22]([CH2:24][CH:25]1[C:30](=O)[CH2:29][CH2:28][CH2:27][CH2:26]1)=[O:23]>>[Cl:2][C:3]1[CH:18]=[CH:17][C:6]([CH2:7][N:8]2[C:26]3[CH:25]([CH2:24][C:22]([O:21][CH2:20][CH3:19])=[O:23])[CH2:30][CH2:29][CH2:28][C:27]=3[C:15]3[C:10]2=[CH:11][CH:12]=[C:13]([F:16])[CH:14]=3)=[CH:5][CH:4]=1 |f:0.1|. Starting materials: CN(C)P(=O)(N(C)C)N(C)C, NC(=O)C1CCCc2ccc(-c3ccccc3)nc21. The product is N#CC1CCCc2ccc(-c3ccccc3)nc21. Reaction SMILES: [CH3:20][N:21]([CH3:22])[P:23](=[O:24])([N:25]([CH3:26])[CH3:27])[N:28]([CH3:29])[CH3:30].[c:1]1(-[c:7]2[n:8][c:9]3[c:14]([cH:15][cH:16]2)[CH2:13][CH2:12][CH2:11][CH:10]3[C:17](=[O:18])[NH2:19])[cH:2][cH:3][cH:4][cH:5][cH:6]1>>[c:1]1(-[c:7]2[n:8][c:9]3[c:14]([cH:15][cH:16]2)[CH2:13][CH2:12][CH2:11][CH:10]3[C:17]#[N:19])[cH:2][cH:3][cH:4][cH:5][cH:6]1. The reactants are CCOC(=O)c1ccc2c(c1)C(N1CCSC1=NC#N)=CC(C)(C)O2, CCOC(C)=O, Cl, [I-], [Li+], Cc1cccc(C)n1. Product: CC1(C)C=C(N2CCSC2=NC#N)c2cc(C(=O)O)ccc2O1. As a reaction SMILES: [C:1](#[N:2])[N:3]=[C:4]1[S:5][CH2:6][CH2:7][N:8]1[C:9]1=[CH:10][C:11]([CH3:24])([CH3:25])[O:12][c:13]2[c:14]1[cH:15][c:16]([C:19](=[O:20])[O:21][CH2:22][CH3:23])[cH:17][cH:18]2.[CH3:36][CH2:37][O:38][C:39](=[O:40])[CH3:41].[ClH:42].[I-:26].[Li+:27].[n:28]1[c:29]([CH3:30])[cH:31][cH:32][cH:33][c:34]1[CH3:35]>>[C:1](#[N:2])[N:3]=[C:4]1[S:5][CH2:6][CH2:7][N:8]1[C:9]1=[CH:10][C:11]([CH3:24])([CH3:25])[O:12][c:13]2[c:14]1[cH:15][c:16]([C:19](=[O:20])[OH:21])[cH:17][cH:18]2. Reactants: ClCCC1C(C(CC1C(C)=O)C(C)=O)C#N (2-(2'-chloroethyl)-3,5-diacetyl-cyclopentanecarbonitrile), ClC1=CC(=CC=C1)C(=O)OO (meta-chloroperbenzoic acid). The solvent is C(Cl)(Cl)Cl (chloroform). Reaction conditions: temperature 50 celsius. Yields the product ClCCC1C(C(CC1OC(C)=O)OC(C)=O)C#N (2-(2'-chloroethyl)-3,5-diacetoxy-cyclopentanecarbonitrile). Isolated yield 76.8%. RXN SMILES: [Cl:1][CH2:2][CH2:3][CH:4]1[CH:8](C(=O)C)[CH2:7][CH:6](C(=O)C)[CH:5]1[C:15]#[N:16].ClC1C=CC=[C:20]([C:24]([O:26]O)=[O:25])C=1>C(Cl)(Cl)Cl>[Cl:1][CH2:2][CH2:3][CH:4]1[CH:8]([O:26][C:24](=[O:25])[CH3:20])[CH2:7][CH:6]([O:26][C:24](=[O:25])[CH3:20])[CH:5]1[C:15]#[N:16]. Reported procedure: A mixture of 0.46 g of 2-(2'-chloroethyl)-3,5-diacetyl-cyclopentanecarbonitrile, 2.05 g of meta-chloroperbenzoic acid and 15 ml of chloroform was heated at 50°C for 4 days. The reaction mixture was treated by the same procedure as set forth in Example 32 to afford 0.40 g of 2-(2'-chloroethyl)-3,5-diacetoxy-cyclopentanecarbonitrile as an oily substance. The product had the following characteristics: Infrared absorption (film method): 2250, 1740, 1430, 1370, 1230, 1045, 1020. Nuclear magnetic reso... Starting materials: C1CCOC1, COC(=O)c1ccc(O)c2[nH]c(-c3ccc(Cl)cc3Cl)nc12, [Li+], [OH-], O. Product: O=C(O)c1ccc(O)c2[nH]c(-c3ccc(Cl)cc3Cl)nc12. As a reaction SMILES: [CH2:26]1[O:27][CH2:28][CH2:29][CH2:30]1.[CH3:1][O:2][C:3](=[O:4])[c:5]1[cH:6][cH:7][c:8]([OH:22])[c:9]2[nH:10][c:11](-[c:14]3[c:15]([Cl:21])[cH:16][c:17]([Cl:20])[cH:18][cH:19]3)[n:12][c:13]12.[Li+:24].[OH-:23].[OH2:25]>>[O:2]=[C:3]([OH:4])[c:5]1[cH:6][cH:7][c:8]([OH:22])[c:9]2[nH:10][c:11](-[c:14]3[c:15]([Cl:21])[cH:16][c:17]([Cl:20])[cH:18][cH:19]3)[n:12][c:13]12.